From a dataset of the Open Reaction Database (ORD), a public repository of structured organic reaction records. describe an organic reaction: reactants, conditions, products, and yield The reactants are C(C(C)C)C=1C=C(C=CC1)C(O)C1=CC(=CC=C1)CC(C)C (bis(3-isobutylphenyl)methanol), [Cl-] (chloride). The solvent is ClCCl (dichloromethane). Reaction conditions: temperature 25 celsius, time 2 hour. Product: C(C(C)C)C=1C=C(C=CC1)C(Cl)C1=CC(=CC=C1)CC(C)C (bis(3-isobutylphenyl)chloromethane). Reaction SMILES: [CH2:1]([C:5]1[CH:6]=[C:7]([CH:11]([C:13]2[CH:18]=[CH:17][CH:16]=[C:15]([CH2:19][CH:20]([CH3:22])[CH3:21])[CH:14]=2)O)[CH:8]=[CH:9][CH:10]=1)[CH:2]([CH3:4])[CH3:3].[Cl-:23]>ClCCl>[CH2:1]([C:5]1[CH:6]=[C:7]([CH:11]([C:13]2[CH:18]=[CH:17][CH:16]=[C:15]([CH2:19][CH:20]([CH3:22])[CH3:21])[CH:14]=2)[Cl:23])[CH:8]=[CH:9][CH:10]=1)[CH:2]([CH3:4])[CH3:3]. Procedure details: A mixture of bis(3-isobutylphenyl)methanol (2.87 g) and oxaly chloride (1 ml) in dichloromethane (10 ml) was stirred at 25° C. for 2 hours. After evaporation of the solvent, the oily residue was distilled to give bis(3-isobutylphenyl)chloromethane (2.45 g) as pale yellow oil. The product is COC(=O)CCCC(=O)N(CCc1c[nH]c2ccccc12)CC1CCCCC1. The reactants are COC(=O)CCCC(=O)Cl, c1ccc2c(CCNCC3CCCCC3)c[nH]c2c1. Reaction SMILES: [CH3:20][O:21][C:22](=[O:23])[CH2:24][CH2:25][CH2:26][C:27](=[O:28])[Cl:29].[CH:1]1([CH2:7][NH:8][CH2:9][CH2:10][c:11]2[cH:12][nH:13][c:14]3[cH:15][cH:16][cH:17][cH:18][c:19]23)[CH2:2][CH2:3][CH2:4][CH2:5][CH2:6]1>>[CH:1]1([CH2:7][N:8]([CH2:9][CH2:10][c:11]2[cH:12][nH:13][c:14]3[cH:15][cH:16][cH:17][cH:18][c:19]23)[C:27]([CH2:26][CH2:25][CH2:24][C:22]([O:21][CH3:20])=[O:23])=[O:28])[CH2:2][CH2:3][CH2:4][CH2:5][CH2:6]1. The reactants are CCOC(=O)c1csc(Br)n1, C1CCOC1, N. Reaction SMILES: [Br:2][c:3]1[s:4][cH:5][c:6]([C:8]([O:10][CH2:9][CH3:11])=[O:12])[n:7]1.[CH2:13]1[O:14][CH2:15][CH2:16][CH2:17]1.[NH3:1]>>[NH2:1][C:8]([c:6]1[cH:5][s:4][c:3]([Br:2])[n:7]1)=[O:10]. The product is NC(=O)c1csc(Br)n1. Yields the product CCN(CC)c1ccc(C=O)s1. The reactants are O=Cc1ccc(Br)s1, CCNCC, O. Reaction SMILES: [Br:1][c:2]1[cH:3][cH:4][c:5]([CH:7]=[O:8])[s:6]1.[CH2:9]([CH3:10])[NH:11][CH2:12][CH3:13].[OH2:14]>>[c:2]1([N:11]([CH2:9][CH3:10])[CH2:12][CH3:13])[cH:3][cH:4][c:5]([CH:7]=[O:8])[s:6]1. Reactants: OCCOC1=CC=C(C=C)C=C1 (p-(2-hydroxyethoxy)styrene), OC1=CC=C(C=O)C=C1 (p-hydroxybenzaldehyde). The product is OCCOC1=CC=C(C=O)C=C1 (p-(2-hydroxyethoxy)benzaldehyde). As a reaction SMILES: [OH:1][CH2:2][CH2:3][O:4][C:5]1[CH:12]=[CH:11][C:8]([CH:9]=C)=[CH:7][CH:6]=1.[OH:13]C1C=CC(C=O)=CC=1>>[OH:1][CH2:2][CH2:3][O:4][C:5]1[CH:12]=[CH:11][C:8]([CH:9]=[O:13])=[CH:7][CH:6]=1. Procedure: Woods et al. (U.S. Pat. No. 5,019,629) describe a two-step procedure for preparing p-(2-hydroxyethoxy)styrene starting with p-hydroxybenzaldehyde. In the first step, p-(2-hydroxyethoxy)benzaldehyde is formed by reacting p-hydroxybenzaldehyde with ethylene carbonate in the presence of potassium carbonate. In the second step, p-(2-hydroxyethoxy)styrene is formed by reacting the isolated p-(2-hydroxyethoxy)benzaldehyde with methyltriphenylphosphonium bromide in the presence of sodium amide. Reactants: BrC1S([C@H]2N(C(=C1C)C(=O)C(C)(C)C)C([C@@H]2OC)=O)(=O)=O (2-bromo-4-tert-butylcarbonyl-7α-methoxy-3-methyl-3-cephem 1,1-dioxide), C(C1=CC=CC=C1)(C1=CC=CC=C1)OC=1C(N=C(N(N1)C)SCC1=CC=C(C(=O)O)C=C1)=O (4-[(6-benzhydryloxy-2,5-dihydro-2-methyl-5-oxo-1,2,4- triazin-3-yl)thiomethyl]benzoic acid), salt, C1(=CC=CC=C1)OC (anisole), FC(C(=O)O)(F)F (trifluoroacetic acid). The solvent is C(C)#N (acetonitrile), C(Cl)Cl (methylene chloride). Run at time 30 minute. The product is C(C)(C)(C)C(=O)C1=C(C(S([C@H]2N1C([C@@H]2OC)=O)(=O)=O)OC(C2=CC=C(C=C2)CSC=2N(N=C(C(N2)=O)O)C)=O)C (4-tert-Butylcarbonyl-2-{4-[(2,5-dihydro-6-hydroxy-2-methyl-5-oxo-1,2,4-triazin-3-yl)thiomethyl]benzoyloxy}-7α-methoxy-3-methyl-3-cephem 1,1-dioxide). Reaction SMILES: Br[CH:2]1[C:7]([CH3:8])=[C:6]([C:9]([C:11]([CH3:14])([CH3:13])[CH3:12])=[O:10])[N:5]2[C:15](=[O:19])[C@H:16]([O:17][CH3:18])[C@H:4]2[S:3]1(=[O:21])=[O:20].C([O:35][C:36]1[C:37](=[O:54])[N:38]=[C:39]([S:43][CH2:44][C:45]2[CH:53]=[CH:52][C:48]([C:49]([OH:51])=[O:50])=[CH:47][CH:46]=2)[N:40]([CH3:42])[N:41]=1)(C1C=CC=CC=1)C1C=CC=CC=1.C1(OC)C=CC=CC=1.FC(F)(F)C(O)=O>C(#N)C.C(Cl)Cl>[C:11]([C:9]([C:6]1[N:5]2[C:15](=[O:19])[C@H:16]([O:17][CH3:18])[C@H:4]2[S:3](=[O:21])(=[O:20])[CH:2]([O:51][C:49](=[O:50])[C:48]2[CH:52]=[CH:53][C:45]([CH2:44][S:43][C:39]3[N:40]([CH3:42])[N:41]=[C:36]([OH:35])[C:37](=[O:54])[N:38]=3)=[CH:46][CH:47]=2)[C:7]=1[CH3:8])=[O:10])([CH3:14])([CH3:13])[CH3:12]. Procedure: A solution of 2-bromo-4-tert-butylcarbonyl-7α-methoxy-3-methyl-3-cephem 1,1-dioxide (110 mg) in acetonitrile (100 ml) was treated with 4-[(6-benzhydryloxy-2,5-dihydro-2-methyl-5-oxo-1,2,4- triazin-3-yl)thiomethyl]benzoic acid siver salt (230 mg). The reaction mixture was stirred at room temperature for 30 minutes, then diluted with EtOAC, filtered and rotoevaporated. Upon purification of the residue by flash chromatography 4-tert-butylcarbonyl-2-{4-[(6-benzhydryloxy-2,5-dihydro-2-methyl-5-oxo-1,... The reactants are Cl (hydrochloric acid), COC=1C=C(CN2C=C(C(=C2)C2=CC=CC=C2)CCC(=O)OCC)C=C(C1)OCC=1N=C(SC1)C1=NC=CN=C1 (ethyl 3-[1-[3-methoxy-5-[2-(2-pyrazinyl)-4-thiazolylmethoxy]benzyl]-4-phenyl-3-pyrrolyl]propionate), [OH-].[Na+] (sodium hydroxide), O1CCCC1 (tetrahydrofuran). Run in C(C)O (ethanol). Conditions: time 4 hour. Product: COC=1C=C(CN2C=C(C(=C2)C2=CC=CC=C2)CCC(=O)O)C=C(C1)OCC=1N=C(SC1)C1=NC=CN=C1 (3-[1-[3-methoxy-5-[2-(2-pyrazinyl)-4-thiazolylmethoxy]benzyl]-4-phenyl-3-pyrrolyl]propionic acid). Isolated yield 98.6%. As a reaction SMILES: [CH3:1][O:2][C:3]1[CH:4]=[C:5]([CH:25]=[C:26]([O:28][CH2:29][C:30]2[N:31]=[C:32]([C:35]3[CH:40]=[N:39][CH:38]=[CH:37][N:36]=3)[S:33][CH:34]=2)[CH:27]=1)[CH2:6][N:7]1[CH:11]=[C:10]([C:12]2[CH:17]=[CH:16][CH:15]=[CH:14][CH:13]=2)[C:9]([CH2:18][CH2:19][C:20]([O:22]CC)=[O:21])=[CH:8]1.[OH-].[Na+].O1CCCC1.Cl>C(O)C>[CH3:1][O:2][C:3]1[CH:4]=[C:5]([CH:25]=[C:26]([O:28][CH2:29][C:30]2[N:31]=[C:32]([C:35]3[CH:40]=[N:39][CH:38]=[CH:37][N:36]=3)[S:33][CH:34]=2)[CH:27]=1)[CH2:6][N:7]1[CH:11]=[C:10]([C:12]2[CH:13]=[CH:14][CH:15]=[CH:16][CH:17]=2)[C:9]([CH2:18][CH2:19][C:20]([OH:22])=[O:21])=[CH:8]1 |f:1.2|. Procedure: A mixture of ethyl 3-[1-[3-methoxy-5-[2-(2-pyrazinyl)-4-thiazolylmethoxy]benzyl]-4-phenyl-3-pyrrolyl]propionate (361 mg), 1N aqueous sodium hydroxide solution (1.5 ml), tetrahydrofuran (3 ml), and ethanol (3 ml) was stirred at room temperature for 4 hours, and 1N hydrochloric acid (1.5 ml) was added to the mixture, which was extracted with ethyl acetate. The ethyl acetate layer was washed with saturated aqueous sodium chloride solution, dried (MgSO4), then concentrated. The colorless crystals ob... As a reaction SMILES: [OH:1][CH:2]1[CH2:7][CH2:6][C@H:5]2[C@H:8]3[C@H:18]([CH2:19][CH2:20][C@:3]12[CH3:4])[C@:16]1([CH3:17])[C@H:11]([N:12]([CH3:22])[C:13](=[O:21])[CH2:14][CH2:15]1)[CH2:10][CH2:9]3.[CH:23]([S:26][CH2:27][CH2:28][CH2:29][CH2:30][CH2:31][CH2:32][CH2:33][CH2:34][CH2:35][CH2:36][CH2:37][C:38](O)=[O:39])([CH3:25])[CH3:24].OC([C@@H]1[C@]2(C)[C@H]([C@H]3[C@H](CC2)[C@]2(C)[C@H](N(C)C(=O)CC2)CC3)CC1)C.C(CCCCCCCCCCC(O)=S)C>>[CH:23]([S:26][CH2:27][CH2:28][CH2:29][CH2:30][CH2:31][CH2:32][CH2:33][CH2:34][CH2:35][CH2:36][CH2:37][C:38]([O:1][CH:2]1[CH2:7][CH2:6][C@H:5]2[C@H:8]3[C@H:18]([CH2:19][CH2:20][C@:3]12[CH3:4])[C@:16]1([CH3:17])[C@H:11]([N:12]([CH3:22])[C:13](=[O:21])[CH2:14][CH2:15]1)[CH2:10][CH2:9]3)=[O:39])([CH3:25])[CH3:24]. Starting materials: OC1[C@]2(C)[C@@H](CC1)[C@@H]1CC[C@H]3N(C(CC[C@]3(C)[C@H]1CC2)=O)C (17-hydroxy-4-methyl-5α-4-azaandrostan-3-one), C(C)CCCCCCCCCCC(=S)O (11-ethylthioundecanoic acid), C(C)(C)SCCCCCCCCCCCC(=O)O (12-(isopropylthio)dodecanoic acid), OC(C)[C@H]1CC[C@H]2[C@@H]3CC[C@H]4N(C(CC[C@]4(C)[C@H]3CC[C@]12C)=O)C (20-hydroxy-4-methyl-5α-4-azapregnan-3-one). Procedure: Employing substantially the same procedure as described in Example 1, but substituting 17-hydroxy-4-methyl-5α-4-azaandrostan-3-one and 12-(isopropylthio)dodecanoic acid for the 20-hydroxy-4-methyl-5α-4-azapregnan-3-one and 11-ethylthioundecanoic acid, respectively, used therein, the title compound was obtained. MS M+ calculated for C34H59NO3S, mw=561.92; observed m/e 561. The product is C(C)(C)SCCCCCCCCCCCC(=O)OC1[C@]2(C)[C@@H](CC1)[C@@H]1CC[C@H]3N(C(CC[C@]3(C)[C@H]1CC2)=O)C (17-(12-(isopropylthio)dodecanoyloxy)-4-methyl-5α-4-azaandrostan-3-one). The reactants are Cl (HCl), CO (MeOH), CC1=NC=CC(=C1)C=1C(NC(N(N1)CCCN1C[C@]2(C[C@H]2C1)C1=CC=C(C=C1)C(F)(F)F)=O)=O (6-(2-methyl-4-pyridinyl)-2-(3-{(1S,5R)-1-[4-(trifluoromethyl)phenyl]-3-azabicyclo[3.1.0]hex-3-yl}propyl)-1,2,4-triazine-3,5(2H,4H)-dione). Run in C(Cl)Cl (DCM). Product: Cl.Cl.CC1=NC=CC(=C1)C=1C(NC(N(N1)CCCN1C[C@]2(C[C@H]2C1)C1=CC=C(C=C1)C(F)(F)F)=O)=O (6-(2-methyl-4-pyridinyl)-2-(3-{(1S,5R)-1-[4-(trifluoromethyl)phenyl]-3-azabicyclo[3.1.0]hex-3-yl}propyl)-1,2,4-triazine-3,5(2H,4H)-dione dihydrochloride salt). RXN SMILES: [CH3:1][C:2]1[CH:7]=[C:6]([C:8]2[C:9](=[O:34])[NH:10][C:11](=[O:33])[N:12]([CH2:14][CH2:15][CH2:16][N:17]3[CH2:22][C@H:21]4[C@:19]([C:23]5[CH:28]=[CH:27][C:26]([C:29]([F:32])([F:31])[F:30])=[CH:25][CH:24]=5)([CH2:20]4)[CH2:18]3)[N:13]=2)[CH:5]=[CH:4][N:3]=1.[ClH:35].CO>C(Cl)Cl>[ClH:35].[ClH:35].[CH3:1][C:2]1[CH:7]=[C:6]([C:8]2[C:9](=[O:34])[NH:10][C:11](=[O:33])[N:12]([CH2:14][CH2:15][CH2:16][N:17]3[CH2:22][C@H:21]4[C@:19]([C:23]5[CH:28]=[CH:27][C:26]([C:29]([F:32])([F:31])[F:30])=[CH:25][CH:24]=5)([CH2:20]4)[CH2:18]3)[N:13]=2)[CH:5]=[CH:4][N:3]=1 |f:4.5.6|. Procedure: 6-(2-methyl-4-pyridinyl)-2-(3-{(1S,5R)-1-[4-(trifluoromethyl)phenyl]-3-azabicyclo[3.1.0]hex-3-yl}propyl)-1,2,4-triazine-3,5(2H,4H)-dione (E3, 13 mg, 0.027 mmol) was dissolved in 2 mL of DCM and treated with HCl 1.25M in MeOH (2.2 eq) to form 6-(2-methyl-4-pyridinyl)-2-(3-{(1S,5R)-1-[4-(trifluoromethyl)phenyl]-3-azabicyclo[3.1.0]hex-3-yl}propyl)-1,2,4-triazine-3,5(2H,4H)-dione dihydrochloride salt (E4, 14.8 mg, 0.027 mmol).